This data is from the Open Reaction Database (ORD), a public repository of structured organic reaction records. The task is: describe an organic reaction: reactants, conditions, products, and yield The reactants are O=C1NC=2C=CC=C3C2N(C1)[C@@H]1[C@H]3CN(CC1)C(=O)OCC (ethyl (6bR,10aS)-2-oxo-2,3,6b,9,10,10a-hexahydro-1H-pyrido[3′,4′:4,5]pyrrolo[1,2,3-de]quinoxaline-8(7H)-carboxylate), C(C)(C)I (isopropyl iodide), alkyl halide. Yields the product C(C)(C)N1CCN2C=3C(=CC=CC13)[C@H]1[C@@H]2CCNC1 ((6bR,10aS)-3-isopropyl-2,3,6b,7,8,9,10,10a-octahydro-1H-pyrido[3′,4′:4,5]pyrrolo[1,2,3-de]quinoxaline). Reaction SMILES: O=[C:2]1[CH2:11][N:10]2[C@H:12]3[CH2:17][CH2:16][N:15](C(OCC)=O)[CH2:14][C@H:13]3[C:8]3[C:9]2=[C:4]([CH:5]=[CH:6][CH:7]=3)[NH:3]1.[CH:23](I)([CH3:25])[CH3:24]>>[CH:23]([N:3]1[C:4]2[CH:5]=[CH:6][CH:7]=[C:8]3[C@@H:13]4[CH2:14][NH:15][CH2:16][CH2:17][C@@H:12]4[N:10]([C:9]=23)[CH2:11][CH2:2]1)([CH3:25])[CH3:24]. Procedure: Utilizing the material from Example 255 Step A, the title compound was prepared in analogous fashion using isopropyl iodide as the alkyl halide and following the procedure of Step B-D of Example 255, as a viscous brown liquid. 1H NMR (CDCl3, 300 MHz) δ 1.18 (d, 6H), 1.60–1.67 (m, 1H), 1.71–1.94 (m, 2H), 2.63–2.75 (m, 2H), 2.81–2.95 (m, 2H), 2.99–3.20 (m, 2H), 3.30–3.55 (m, 3H), 3.99–4.12 (m, 1H), 6.45 (d, J=7.4 Hz, 2H), 6.65 (t, J=7.3 Hz, 1H) ppm. MS (CI): 258 (M+H+). Starting materials: CO[K] (MeOK), CN1CCCN(C1=O)C (DMPU), B(Br)(Br)Br (BBr3), C=O (HCHO), 1,3-oxazino[5,6-c]isoquinolines, Heterocycles, ( 8 ), ( 6 ), C1=CC(=CC(=C1)Cl)C(=O)OO (MCPBA), O=P(Cl)(Cl)Cl (POCl3). Solvent: ClCCCl (DCE), OS(=O)(=O)O (H2SO4), C(Cl)Cl (CH2Cl2), C(Cl)Cl (CH2Cl2). Yields the product O1COCC=2N=CC=3C=CC=CC3C21 (4H-[1,3]dioxino[5,4-c]isoquinolin). RXN SMILES: [CH3:1][O:2][K].[CH:4]1[CH:9]=[C:8](Cl)[CH:7]=[C:6]([C:11]([O:13]O)=O)[CH:5]=1.O=P(Cl)(Cl)Cl.B(Br)(Br)Br.C=O.CN1C(=O)[N:31]([CH3:34])[CH2:30][CH2:29]C1>C(Cl)Cl.ClCCCl.OS(O)(=O)=O>[O:13]1[C:11]2[C:6]3[CH:5]=[CH:4][CH:9]=[CH:8][C:7]=3[CH:34]=[N:31][C:30]=2[CH2:29][O:2][CH2:1]1. Procedure: Reaction Conditions: (1) MeOK in DMPU; (2) MCPBA in CH2Cl2; (3) POCl3 in DCE; (4) BBr3 in CH2Cl2; (5) HCHO solution in 40% H2SO4 by procedure of Synthesis of 1,3-oxazino[5,6-c]isoquinolines and related compounds. Miyoko Toyama and Hirotaka Otomasu, Chem. Pharm. Bull. 33(12), 5543-5546, 1985; (6) Fluororination procedure by Uchibori, Y.; Umeno, M.; Yoshiokai, H.; Heterocycles, 1992, 34 (8), 1507-1510 Reactants: CCN1C(=O)CCCc2ccc([N+](=O)[O-])cc21, CCO. Product: CCN1C(=O)CCCc2ccc(N)cc21. As a reaction SMILES: [CH2:1]([CH3:2])[N:3]1[c:4]2[c:5]([cH:11][cH:12][c:13]([N+:15]([O-:16])=[O:17])[cH:14]2)[CH2:6][CH2:7][CH2:8][C:9]1=[O:10].[CH3:18][CH2:19][OH:20]>>[CH2:1]([CH3:2])[N:3]1[c:4]2[c:5]([cH:11][cH:12][c:13]([NH2:15])[cH:14]2)[CH2:6][CH2:7][CH2:8][C:9]1=[O:10].